This data is from the Open Reaction Database (ORD), a public repository of structured organic reaction records. The task is: describe an organic reaction: reactants, conditions, products, and yield Reactants: Nc1cc(Oc2c(F)cccc2F)c(Br)cn1, O=C(N=C=S)c1ccccc1, ClCCl. The product is O=C(NC(=S)Nc1cc(Oc2c(F)cccc2F)c(Br)cn1)c1ccccc1. RXN SMILES: [Br:12][c:13]1[c:14]([O:20][c:21]2[c:22]([F:28])[cH:23][cH:24][cH:25][c:26]2[F:27])[cH:15][c:16]([NH2:19])[n:17][cH:18]1.[C:1]([c:2]1[cH:3][cH:4][cH:5][cH:6][cH:7]1)(=[O:8])[N:9]=[C:10]=[S:11].[Cl:29][CH2:30][Cl:31]>>[C:1]([c:2]1[cH:3][cH:4][cH:5][cH:6][cH:7]1)(=[O:8])[NH:9][C:10](=[S:11])[NH:19][c:16]1[cH:15][c:14]([O:20][c:21]2[c:22]([F:28])[cH:23][cH:24][cH:25][c:26]2[F:27])[c:13]([Br:12])[cH:18][n:17]1.